Dataset: the Open Reaction Database (ORD), a public repository of structured organic reaction records. Task: describe an organic reaction: reactants, conditions, products, and yield Starting materials: NC(C(C(=O)OCC)C)CC1=C(C=CC=C1)OC (Ethyl 3-amino-4-(2-methoxyphenyl)-2-methylbutanoate), C(C=C)(=O)OCC (ethyl acrylate). Run in C(C)O (ethanol). The product is C(C)OC(=O)CCNC(C(C(=O)OCC)C)CC1=C(C=CC=C1)OC (Ethyl 3-(2-ethoxycarbonylethyl)amino-4-(2-methoxyphenyl)-2-methylbutanoate). The yield is 99.6%. Reaction SMILES: [NH2:1][CH:2]([CH2:10][C:11]1[CH:16]=[CH:15][CH:14]=[CH:13][C:12]=1[O:17][CH3:18])[CH:3]([CH3:9])[C:4]([O:6][CH2:7][CH3:8])=[O:5].[C:19]([O:23][CH2:24][CH3:25])(=[O:22])[CH:20]=[CH2:21]>C(O)C>[CH2:24]([O:23][C:19]([CH2:20][CH2:21][NH:1][CH:2]([CH2:10][C:11]1[CH:16]=[CH:15][CH:14]=[CH:13][C:12]=1[O:17][CH3:18])[CH:3]([CH3:9])[C:4]([O:6][CH2:7][CH3:8])=[O:5])=[O:22])[CH3:25]. Procedure: 148 g (0.6 mol) of ethyl 3-amino-4-(2-methoxyphenyl)-2-methylbutanoate 13 and 119 g (1.2 mol) of ethyl acrylate are dissolved in 250 mL of abs. ethanol and refluxed for 6 h. Then the mixture is concentrated by evaporation in vacuo. The residue is again taken up in 300 mL of toluene and once more concentrated by evaporation in vacuo. 210 g (100%) of the desired product are isolated as an oil. Reactants: FC=1C=C(N)C=CC1 (3-fluoroaniline), O=C1NCCC(C1)=O (2,4-dioxopiperidine). Yields the product FC=1C=C(C=CC1)NC1=CC(NCC1)=O (4-[(3-Fluorophenyl)amino]-5,6-dihydro-2(1H)-pyridinone). Isolated yield 67.1%. Reaction SMILES: [F:1][C:2]1[CH:3]=[C:4]([CH:6]=[CH:7][CH:8]=1)[NH2:5].[O:9]=[C:10]1[CH2:15][C:14](=O)[CH2:13][CH2:12][NH:11]1>>[F:1][C:2]1[CH:3]=[C:4]([NH:5][C:14]2[CH2:13][CH2:12][NH:11][C:10](=[O:9])[CH:15]=2)[CH:6]=[CH:7][CH:8]=1. Reported procedure: A mixture of 3-fluoroaniline (2 g) and 2,4-dioxopiperidine (2.04 g) was heated at 120° under nitrogen for 1 h. The resultant solid was cooled and purified by FCC eluting with System A (100:8:1) to give the title compound (2.49 g), m.p. 188°-190°.